From a dataset of the Open Reaction Database (ORD), a public repository of structured organic reaction records. describe an organic reaction: reactants, conditions, products, and yield Reactants: ClC1=CC=C(C(=C1C(=O)OCC)F)CNC(C(C)(C)C)=O (ethyl 6-chloro-2-fluoro-3-(pivalamidomethyl)benzoate), [OH-].[K+] (KOH), C(CC(O)(C(=O)O)CC(=O)O)(=O)O (citric acid). The solvent is C1CCOC1.CO.O (THF MeOH H2O). Run at temperature 100 celsius. Product: ClC1=CC=C(C(=C1C(=O)O)OC)CNC(C(C)(C)C)=O (6-Chloro-2-methoxy-3-(pivalamidomethyl)benzoic acid). As a reaction SMILES: [Cl:1][C:2]1[C:7]([C:8]([O:10]CC)=[O:9])=[C:6](F)[C:5]([CH2:14][NH:15][C:16](=[O:21])[C:17]([CH3:20])([CH3:19])[CH3:18])=[CH:4][CH:3]=1.[OH-].[K+].C(O)(=O)C[C:26](CC(O)=O)(C(O)=O)[OH:27]>C1COCC1.CO.O>[Cl:1][C:2]1[C:7]([C:8]([OH:10])=[O:9])=[C:6]([O:27][CH3:26])[C:5]([CH2:14][NH:15][C:16](=[O:21])[C:17]([CH3:18])([CH3:19])[CH3:20])=[CH:4][CH:3]=1 |f:1.2,4.5.6|. Procedure: To a solution of ethyl 6-chloro-2-fluoro-3-(pivalamidomethyl)benzoate (Intermediate-2; step-2, 1.00 g, 3.31 mmol) in THF:MeOH:H2O (2:2:1; 5 mL) was added KOH (930 mg, 16.57 mmol). The reaction mass was heated in a sealed tube at 100° C. for 3 h. The reaction mass was neutralized with citric acid and concentrated. The residue was diluted with EtOAc and was washed with water and brine. The organic layer was separated, dried, filtered and concentrated to afford 700 mg of the title product. 1H NMR (... The reactants are Cc1ccc(S(=O)(=O)OCC2COc3c(Cl)cc(S(C)(=O)=O)cc3O2)cc1, CNC. The product is CN(C)CC1COc2c(Cl)cc(S(C)(=O)=O)cc2O1. As a reaction SMILES: [CH3:1][c:2]1[cH:3][cH:4][c:5]([S:6]([O:7][CH2:12][CH:13]2[CH2:14][O:15][c:16]3[c:17]([cH:19][c:20]([S:24](=[O:25])(=[O:26])[CH3:27])[cH:21][c:22]3[Cl:23])[O:18]2)(=[O:8])=[O:9])[cH:10][cH:11]1.[CH3:28][NH:29][CH3:30]>>[CH2:12]([CH:13]1[CH2:14][O:15][c:16]2[c:17]([cH:19][c:20]([S:24](=[O:25])(=[O:26])[CH3:27])[cH:21][c:22]2[Cl:23])[O:18]1)[N:29]([CH3:28])[CH3:30]. Starting materials: C(C)(C)(C)OC(=O)N1CCC(CC1)C1=CC=C(C=C1)NC1=NN2C(C(=CC=C2)C2=CC=C(C=C2)C#N)=N1 (4-{4-[8-(4-cyano-phenyl)-[1,2,4]-triazolo[1,5-a]pyridin-2-ylamino]-phenyl}-piperidine-1-carboxylic acid tert-butyl ester), FC(C(=O)O)(F)F (trifluoroacetic acid). The product is N1CCC(CC1)C1=CC=C(C=C1)NC1=NN2C(C(=CC=C2)C2=CC=C(C#N)C=C2)=N1 (4-[2-(4-Piperidin-4-yl-phenylamino)-[1,2,4]triazolo[1,5-a]pyridine-8-yl]benzonitrile), product. Isolated yield 90.0%. Reaction SMILES: C(OC([N:8]1[CH2:13][CH2:12][CH:11]([C:14]2[CH:19]=[CH:18][C:17]([NH:20][C:21]3[N:37]=[C:24]4[C:25]([C:29]5[CH:34]=[CH:33][C:32]([C:35]#[N:36])=[CH:31][CH:30]=5)=[CH:26][CH:27]=[CH:28][N:23]4[N:22]=3)=[CH:16][CH:15]=2)[CH2:10][CH2:9]1)=O)(C)(C)C.FC(F)(F)C(O)=O>>[NH:8]1[CH2:13][CH2:12][CH:11]([C:14]2[CH:15]=[CH:16][C:17]([NH:20][C:21]3[N:37]=[C:24]4[C:25]([C:29]5[CH:30]=[CH:31][C:32]([C:35]#[N:36])=[CH:33][CH:34]=5)=[CH:26][CH:27]=[CH:28][N:23]4[N:22]=3)=[CH:18][CH:19]=2)[CH2:10][CH2:9]1. Procedure: 4-[2-(4-Piperidin-4-yl-phenylamino)-[1,2,4]triazolo[1,5-a]pyridine-8-yl]benzonitrile was prepared from 4-{4-[8-(4-cyano-phenyl)-[1,2,4]-triazolo[1,5-a]pyridin-2-ylamino]-phenyl}-piperidine-1-carboxylic acid tert-butyl ester (0.181 g, 0.366 mmol) and trifluoroacetic acid (0.500 mL) in a manner analogous to Example 312 to give product (0.130 g, 90%). MP=228-232° C. 1H NMR (400 MHz, (D3C)2SO, δ, ppm): 9.70 (s, 1H), 8.85 (d, 1H), 8.40 (d, 2H), 8.00 (m, 3H), 7.62 (d, 2H), 7.15 (m, 3H), 3.05 (m, 2H), ... Starting materials: CCO, Clc1cccc(Oc2ccccc2)c1CBr, N#C[Na], O. Product: N#CCc1c(Cl)cccc1Oc1ccccc1. Reaction SMILES: [CH3:20][CH2:21][OH:22].[Cl:1][c:2]1[c:3]([CH2:15][Br:16])[c:4]([O:8][c:9]2[cH:10][cH:11][cH:12][cH:13][cH:14]2)[cH:5][cH:6][cH:7]1.[Na:17][C:18]#[N:19].[OH2:23]>>[Cl:1][c:2]1[c:3]([CH2:15][C:18]#[N:19])[c:4]([O:8][c:9]2[cH:10][cH:11][cH:12][cH:13][cH:14]2)[cH:5][cH:6][cH:7]1.